describe an organic reaction: reactants, conditions, products, and yield From a dataset of the Open Reaction Database (ORD), a public repository of structured organic reaction records. Starting materials: CC(C#CC#C[Sn](CCCC)(CCCC)CCCC)(C)C ((5,5-dimethyl-1,3-hexadiynyl)tri-n-butylstannane), [O-]S(=O)(=O)C(F)(F)F.C(#N)[I+]C1=CC=CC=C1 (cyano(phenyliodonium) triflate). Yields the product [O-]S(=O)(=O)C(F)(F)F.CC(C#CC#C[I+]C1=CC=CC=C1)(C)C (5,5-dimethyl-1,3-hexadiynyl(phenyliodonium) triflate). Isolated yield 84.0%. Reaction SMILES: [CH3:1][C:2]([CH3:21])([CH3:20])[C:3]#[C:4][C:5]#[C:6][Sn](CCCC)(CCCC)CCCC.[O-:22][S:23]([C:26]([F:29])([F:28])[F:27])(=[O:25])=[O:24].C([I+:32][C:33]1[CH:38]=[CH:37][CH:36]=[CH:35][CH:34]=1)#N>>[O-:25][S:23]([C:26]([F:29])([F:28])[F:27])(=[O:24])=[O:22].[CH3:21][C:2]([CH3:1])([CH3:20])[C:3]#[C:4][C:5]#[C:6][I+:32][C:33]1[CH:38]=[CH:37][CH:36]=[CH:35][CH:34]=1 |f:1.2,3.4|. Procedure details: (5,5-dimethyl-1,3-hexadiynyl)tri-n-butylstannane was reacted with cyano(phenyliodonium) triflate as described in the preceding paragraph, with the product workup according to procedure 1) producing an 84% yield of 5,5-dimethyl-1,3-hexadiynyl(phenyliodonium) triflate.